Task: describe an organic reaction: reactants, conditions, products, and yield. Dataset: the Open Reaction Database (ORD), a public repository of structured organic reaction records Reactants: C(C)(=O)O[BH-](OC(C)=O)OC(C)=O.[Na+] (sodium triacetoxyborohydride), C(C)(=O)O (acetic acid), ClC1=CC=C(C=C1)C=1C=CC(=NC1)C#CC1=CC=C(C=C1)C1(CCNCC1)O (4-{4-[5-(4-chlorophenyl)pyridin-2-ylethynyl]phenyl}piperidin-4-ol), C1(CC1)C=O (cyclopropanecarbaldehyde). Run in C1CCOC1 (THF), C(Cl)Cl (DCM). Run at time 2 day. Yields the product ClC1=CC=C(C=C1)C=1C=CC(=NC1)C#CC1=CC=C(C=C1)C1(CCN(CC1)CC1CC1)O (4-{4-[5-(4-chlorophenyl)pyridin-2-ylethynyl]phenyl}-1-cyclopropylmethylpiperidin-4-ol). As a reaction SMILES: [Cl:1][C:2]1[CH:7]=[CH:6][C:5]([C:8]2[CH:9]=[CH:10][C:11]([C:14]#[C:15][C:16]3[CH:21]=[CH:20][C:19]([C:22]4([OH:28])[CH2:27][CH2:26][NH:25][CH2:24][CH2:23]4)=[CH:18][CH:17]=3)=[N:12][CH:13]=2)=[CH:4][CH:3]=1.[CH:29]1([CH:32]=O)[CH2:31][CH2:30]1.C(O[BH-](OC(=O)C)OC(=O)C)(=O)C.[Na+].C(O)(=O)C>C1COCC1.C(Cl)Cl>[Cl:1][C:2]1[CH:7]=[CH:6][C:5]([C:8]2[CH:9]=[CH:10][C:11]([C:14]#[C:15][C:16]3[CH:21]=[CH:20][C:19]([C:22]4([OH:28])[CH2:27][CH2:26][N:25]([CH2:32][CH:29]5[CH2:31][CH2:30]5)[CH2:24][CH2:23]4)=[CH:18][CH:17]=3)=[N:12][CH:13]=2)=[CH:4][CH:3]=1 |f:2.3|. Reported procedure: A solution of 0.78 g (2.02 mmol) of 4-{4-[5-(4-chlorophenyl)pyridin-2-ylethynyl]phenyl}piperidin-4-ol and 0.59 mL (8.06 mmol) of cyclopropanecarbaldehyde in 40 mL of THF was stirred for 30 minutes at RT, then combined with 1.71 g (8.06 mmol) of sodium triacetoxyborohydride and 0.46 mL (8.06 mmol) of glacial acetic acid and stirred for a further 2 days at RT. The reaction mixture was combined with DCM, and the organic phase was washed with semisaturated aqueous sodium bicarbonate solution, dried ... Reactants: FC1(CCN(CC1)C(=O)C=1NC2=CC=C(C=C2C1)OC1CCN(CC1)C(C)C)F ((4,4-Difluoro-piperidin-1-yl)-[5-(1-isopropyl-piperidin-4-yloxy)-1H-indol-2-yl]-methanone), FC1(CCN(CC1)C(=O)C=1NC2=CC=C(C=C2C1)OC1CCN(CC1)C(C)C)F ((4,4-Difluoro-piperidin-1-yl)-[5-(1-isopropyl-piperidin-4-yloxy)-1H-indol-2-yl]-methanone), COC=1C=C(C=CC1)B(O)O (3-methoxyphenylboronic acid). Yields the product FC1(CCN(CC1)C(=O)C=1N(C2=CC=C(C=C2C1)OC1CCN(CC1)C(C)C)C1=CC(=CC=C1)OC)F ((4,4-Difluoro-piperidin-1-yl)-[5-(1-isopropyl-piperidin-4-yloxy)-1-(3-methoxy-phenyl)-1H-indol-2-yl]-methanone). RXN SMILES: [F:1][C:2]1([F:29])[CH2:7][CH2:6][N:5]([C:8]([C:10]2[NH:11][C:12]3[C:17]([CH:18]=2)=[CH:16][C:15]([O:19][CH:20]2[CH2:25][CH2:24][N:23]([CH:26]([CH3:28])[CH3:27])[CH2:22][CH2:21]2)=[CH:14][CH:13]=3)=[O:9])[CH2:4][CH2:3]1.[CH3:30][O:31][C:32]1[CH:33]=[C:34](B(O)O)[CH:35]=[CH:36][CH:37]=1>>[F:29][C:2]1([F:1])[CH2:7][CH2:6][N:5]([C:8]([C:10]2[N:11]([C:36]3[CH:35]=[CH:34][CH:33]=[C:32]([O:31][CH3:30])[CH:37]=3)[C:12]3[C:17]([CH:18]=2)=[CH:16][C:15]([O:19][CH:20]2[CH2:25][CH2:24][N:23]([CH:26]([CH3:27])[CH3:28])[CH2:22][CH2:21]2)=[CH:14][CH:13]=3)=[O:9])[CH2:4][CH2:3]1. Reported procedure: In analogy to the procedure described for the synthesis of example 6, the title compound was synthesized from (4,4-difluoro-piperidin-1-yl)-[5-(1-isopropyl-piperidin-4-yloxy)-1H-indol-2-yl]-methanone (intermediate 1) and 3-methoxyphenylboronic acid. The title compound was obtained in 90% yield as yellow foam. MS (m/e): 516.2 (MH+, 100%). Procedure: To a stirred solution of 18 (0.40 g, 2 mmol) in dry DMF (10 mL) was added potassium hydroxide (0.56 g, 10 mmol), followed by dropwise addition of propargyl bromide (80 wt. % in toluene) (0.48 g, 4 mmol) over 5 min. After 18 h the reaction mixture was poured onto water (30 mL) and washed with DCM (3×15 mL). The combined organic fractions concentrated in vacuo and the liquid remaining taken up in diethyl ether (15 mL) and washed with water (2×10 mL), then brine (1×10 mL) and dried over Na2SO4. Chr... Yield: 66.9%. Starting materials: C(C)(C)(C)OC(=O)N1[C@@H](CCC1)CO ((S)-1-(tert-butoxycarbonyl)-2-pyrrolidinemethanol), [OH-].[K+] (potassium hydroxide), C(C#C)Br (propargyl bromide). RXN SMILES: [C:1]([O:5][C:6]([N:8]1[CH2:12][CH2:11][CH2:10][C@H:9]1[CH2:13][OH:14])=[O:7])([CH3:4])([CH3:3])[CH3:2].[OH-].[K+].[CH2:17](Br)[C:18]#[CH:19]>CN(C=O)C>[CH2:19]([O:14][CH2:13][C@@H:9]1[CH2:10][CH2:11][CH2:12][N:8]1[C:6]([O:5][C:1]([CH3:4])([CH3:3])[CH3:2])=[O:7])[C:18]#[CH:17] |f:1.2|. Yields the product hexanes ethyl acetate, C(C#C)OC[C@H]1N(CCC1)C(=O)OC(C)(C)C ((S)-tert-Butyl 2-(2-propynyloxymethyl)pyrrolidine-1-carboxylate). The solvent is CN(C)C=O (DMF). Starting materials: FC1=C(OC2=C3C(=NC=C2)C=C(S3)C3=CC=C(O3)C=O)C=CC(=C1)[N+](=O)[O-] (5-(7-(2-Fluoro-4-nitrophenoxy)thieno[3,2-b]pyridin-2-yl)furan-2-carbaldehyde), COCCN (2-methoxyethylamine), [BH-](OC(=O)C)(OC(=O)C)OC(=O)C.[Na+] (NaBH(OAc)3), C(C)(=O)O (acetic acid). Run in ClCCl (dichloromethane). Reaction conditions: time 5 day. Product: FC1=C(OC2=C3C(=NC=C2)C=C(S3)C3=CC=C(O3)CNCCOC)C=CC(=C1)[N+](=O)[O-] (N-((5-(7-(2-fluoro-4-nitrophenoxy)thieno[3,2-b]pyridin-2-yl)furan-2-yl)methyl)-2 methoxyethanamine). RXN SMILES: [F:1][C:2]1[CH:24]=[C:23]([N+:25]([O-:27])=[O:26])[CH:22]=[CH:21][C:3]=1[O:4][C:5]1[CH:10]=[CH:9][N:8]=[C:7]2[CH:11]=[C:12]([C:14]3[O:18][C:17](C=O)=[CH:16][CH:15]=3)[S:13][C:6]=12.[CH3:28][O:29][CH2:30][CH2:31][NH2:32].[BH-](OC(C)=O)(OC(C)=O)O[C:35](C)=O.[Na+].C(O)(=O)C>ClCCl>[F:1][C:2]1[CH:24]=[C:23]([N+:25]([O-:27])=[O:26])[CH:22]=[CH:21][C:3]=1[O:4][C:5]1[CH:10]=[CH:9][N:8]=[C:7]2[CH:11]=[C:12]([C:14]3[O:18][C:17]([CH2:35][NH:32][CH2:31][CH2:30][O:29][CH3:28])=[CH:16][CH:15]=3)[S:13][C:6]=12 |f:2.3|. Reported procedure: A suspension of 107 (2.00 g, 5.20 mmol), 2-methoxyethylamine (1.954 g, 26.02 mmol), NaBH(OAc)3 (5.52 g, 26.02 mmol) and acetic acid (1.49 ml, 26.02 mmol) in anhydrous dichloromethane was stirred at room temperature under nitrogen for five days. The reaction mixture was then carefully quenched with a saturated solution of NaHCO3 (pH 8-9), and extracted with DCM. The extract was dried over anhydrous magnesium sulfate, filtered, and concentrated to afford the title compound 108 as a yellow-orange s...